Dataset: the Open Reaction Database (ORD), a public repository of structured organic reaction records. Task: describe an organic reaction: reactants, conditions, products, and yield The reactants are NC1=C(C=C(C(=C1)CC)Cl)N (1,2-diamino4-chloro-5-ethylbenzene), C(C(=O)O)(=O)O (oxalic acid), Cl (hydrochloric acid). The product is ClC=1C=C2NC(C(NC2=CC1CC)=O)=O (1,4-dihydro-6-chloro-7-ethylquinoxalin-2,3-dione). The yield is 80.1%. As a reaction SMILES: [NH2:1][C:2]1[CH:7]=[C:6]([CH2:8][CH3:9])[C:5]([Cl:10])=[CH:4][C:3]=1[NH2:11].[C:12](O)(=[O:16])[C:13](O)=[O:14].Cl>>[Cl:10][C:5]1[CH:4]=[C:3]2[C:2](=[CH:7][C:6]=1[CH2:8][CH3:9])[NH:1][C:13](=[O:14])[C:12](=[O:16])[NH:11]2. Procedure: A mixture of 1,2-diamino4-chloro-5-ethylbenzene (2.70 g, ca 13 mmol), oxalic acid (1.65 g, 18.3 mmol) and 4M hydrochloric acid (66 ml) was heated at reflux for 4.6 h, cooled, and the grey solid collected by filtration and washed with water. The solid was dried under reduced pressure at 50° C. to afford 1,4-dihydro-6-chloro-7-ethylquinoxalin-2,3-dione (2.34 g, 80%), mp>315° C. Reactants: C1(=CC=C(C=C1)N1CCNCC1)C (1-(p-tolyl)piperazine), CC=1C=C(C=CC1C)N1CCNCC1 (1-(3,4-dimethylphenyl)piperazine). The product is C1(=CC=C(C=C1)N1CCN(CC1)CC=1C=C2NCCNC2=CC1)C (6-(4-p-Tolylpiperazin-1-ylmethyl)-1,2,3,4-tetrahydroquinoxaline). Reaction SMILES: [C:1]1([CH3:13])[CH:6]=[CH:5][C:4]([N:7]2[CH2:12][CH2:11][NH:10][CH2:9][CH2:8]2)=[CH:3][CH:2]=1.C[C:15]1[CH:16]=[C:17]([N:22]2CC[NH:25][CH2:24][CH2:23]2)[CH:18]=[CH:19][C:20]=1[CH3:21]>>[C:1]1([CH3:13])[CH:2]=[CH:3][C:4]([N:7]2[CH2:8][CH2:9][N:10]([CH2:21][C:20]3[CH:19]=[C:18]4[C:17](=[CH:16][CH:15]=3)[NH:22][CH2:23][CH2:24][NH:25]4)[CH2:11][CH2:12]2)=[CH:5][CH:6]=1. Procedure details: Example 8 was prepared according to Example 2 except that in Step A 1-(p-tolyl)piperazine is substituted for 1-(3,4-dimethylphenyl)piperazine; mp 143°-145° C. The reactants are Brc1csc(Br)n1, Fc1ccc(S)cc1, [H-], [Na+], CN(C)C=O. The product is Fc1ccc(Sc2nc(Br)cs2)cc1. RXN SMILES: [Br:11][c:12]1[s:13][cH:14][c:15]([Br:17])[n:16]1.[F:1][c:2]1[cH:3][cH:4][c:5]([SH:8])[cH:6][cH:7]1.[H-:10].[Na+:9].[O:18]=[CH:19][N:20]([CH3:21])[CH3:22]>>[F:1][c:2]1[cH:3][cH:4][c:5]([S:8][c:12]2[s:13][cH:14][c:15]([Br:17])[n:16]2)[cH:6][cH:7]1. Starting materials: N(=O)[O-].[Na+] (sodium nitrite), CN1N=C(N=C1NCCCOC1=CC(=CC=C1)CN(C)C)N (1-methyl-N5 -[3-[3-(N,N-dimethylaminomethyl)phenoxy]propyl]-1H-1,2,4-triazole-3,5-diamine). Run in O (water), S(O)(O)(=O)=O (sulphuric acid), C(C)O (ethanol), [Cl-].[Na+].O (brine). The product is CN1N=CN=C1NCCCOC1=CC(=CC=C1)CN(C)C (1-methyl-N-[3-[3-(N,N-dimethylaminomethyl)phenoxy]propyl]-1H-1,2,4-triazole-5-amine). Yield: 37.9%. RXN SMILES: N([O-])=O.[Na+].[CH3:5][N:6]1[C:10]([NH:11][CH2:12][CH2:13][CH2:14][O:15][C:16]2[CH:21]=[CH:20][CH:19]=[C:18]([CH2:22][N:23]([CH3:25])[CH3:24])[CH:17]=2)=[N:9][C:8](N)=[N:7]1>O.S(=O)(=O)(O)O.C(O)C.[Cl-].[Na+].O>[CH3:5][N:6]1[C:10]([NH:11][CH2:12][CH2:13][CH2:14][O:15][C:16]2[CH:21]=[CH:20][CH:19]=[C:18]([CH2:22][N:23]([CH3:24])[CH3:25])[CH:17]=2)=[N:9][CH:8]=[N:7]1 |f:0.1,6.7.8|. Procedure details: A solution of sodium nitrite (1.74 g) in water (15 ml) was added dropwise to a solution of 1-methyl-N5 -[3-[3-(N,N-dimethylaminomethyl)phenoxy]propyl]-1H-1,2,4-triazole-3,5-diamine (5 g) in concentrated sulphuric acid (3.68 g) and ethanol (200 ml). The reaction mixture was heated at 65° for 4 h, cooled, treated with saturated brine (100 ml) and extracted with ethyl acetate. Evaporation of the organic extract gave a red oil which was extracted with ether. Distillation of the ether extracts gave t... The reactants are P(OCC1CCCO1)(OCC1CCCO1)[O-] (bis-(tetrahydrofurfuryl) phosphite), O=C(C)C=C(C)C (mesityl oxide), [Na] (sodium), [Na] (sodium), C(C)(=O)O (acetic acid). Run in C1=CC=CC=C1 (benzene). Yields the product O=P1(OC(CC1(C)C)(P(=O)(OCC1CCCO1)OCC1CCCO1)C)OCC1CCCO1 (2-Oxo-2-tetrahydrofurfuryloxy-3,3,5-trimethyl-5-bis-(tetrahydrofurfuryl)phosphono-1,2-oxaphospholane). As a reaction SMILES: [P:1]([O-:16])([O:9][CH2:10][CH:11]1[O:15][CH2:14][CH2:13][CH2:12]1)[O:2][CH2:3][CH:4]1[O:8][CH2:7][CH2:6][CH2:5]1.[O:17]=[C:18]([CH:20]=[C:21]([CH3:23])[CH3:22])[CH3:19].[Na].[C:25]([OH:28])(=O)[CH3:26]>C1C=CC=CC=1>[O:9]=[P:1]1([O:2][CH2:3][CH:4]2[O:28][CH2:25][CH2:26][CH2:5]2)[C:21]([CH3:23])([CH3:22])[CH2:20][C:18]([CH3:19])([P:1]([O:2][CH2:3][CH:4]2[O:8][CH2:7][CH2:6][CH2:5]2)([O:9][CH2:10][CH:11]2[O:15][CH2:14][CH2:13][CH2:12]2)=[O:16])[O:17]1 |^1:23|. Procedure: As described in Example 1, a mixture of 37.6 g of bis-(tetrahydrofurfuryl) phosphite and 4.9 g of mesityl oxide in 80 ml of benzene was reacted by heating in the presence of 1.3 g of sodium over the course of 1 hour. The reaction was vigorously exothermic. The sodium was neutralized by addition of 3.4 g of glacial acetic acid. The inorganic salt was extracted from the mixture with 2 portions of 20 ml of water. The benzene solvent was removed in a rotary evaporator, leaving as residue 32.6 g of c... The reactants are C(CCCC)[Mg]Br (n-pentylmagnesium bromide), solution, C(=O)C=1C=C2C=CC=C(C2=CC1)C(=O)OC (methyl 6-formyl-1-naphthoate). Run in CCOCC (Et2O). Reaction conditions: time 1 hour. Yields the product OC(CCCCC)C=1C=C2C=CC=C(C2=CC1)C(=O)OC (methyl 6-(1-hydroxyhexyl)-1-naphthoate). The yield is 71.0%. RXN SMILES: [CH:1]([C:3]1[CH:4]=[C:5]2[C:10](=[CH:11][CH:12]=1)[C:9]([C:13]([O:15][CH3:16])=[O:14])=[CH:8][CH:7]=[CH:6]2)=[O:2].[CH2:17]([Mg]Br)[CH2:18][CH2:19][CH2:20][CH3:21]>CCOCC>[OH:2][CH:1]([C:3]1[CH:4]=[C:5]2[C:10](=[CH:11][CH:12]=1)[C:9]([C:13]([O:15][CH3:16])=[O:14])=[CH:8][CH:7]=[CH:6]2)[CH2:17][CH2:18][CH2:19][CH2:20][CH3:21]. Procedure details: A solution of methyl 6-formyl-1-naphthoate (36 mg, 0.17 mmol) in THE (1.7 mL) was cooled to 0° C. and treated with n-pentylmagnesium bromide (0.1 mL of a 2.0 M solution in Et2O, 0.2 mmol). The cooling bath was removed and after stirring at room temperature for 1 h the reaction was quenched with 1 N aqueous HCl, diluted with water (10 mL) and extracted with EtOAc (3×10 The combined organic phase was dried (Na2SO4), filtered and concentrated in vacuo. The resulting residue was purified on 12 g sil... Starting materials: Cc1ccc(CN)cc1, COC(=O)c1c(Cl)cccc1CBr, CCOC(C)=O, Cc1ccccc1, CCCCCC, [K+], [K+], O=C([O-])[O-]. The product is Cc1ccc(CN2Cc3cccc(Cl)c3C2=O)cc1. Reaction SMILES: [CH3:14][c:15]1[cH:16][cH:17][c:18]([CH2:19][NH2:20])[cH:21][cH:22]1.[CH3:1][O:2][C:3]([c:4]1[c:5]([CH2:11][Br:12])[cH:6][cH:7][cH:8][c:9]1[Cl:10])=[O:13].[CH3:29][CH2:30][O:31][C:32](=[O:33])[CH3:34].[CH3:35][c:36]1[cH:37][cH:38][cH:39][cH:40][cH:41]1.[CH3:42][CH2:43][CH2:44][CH2:45][CH2:46][CH3:47].[K+:23].[K+:24].[O-:25][C:26]([O-:27])=[O:28]>>[C:3]1(=[O:13])[c:4]2[c:5]([cH:6][cH:7][cH:8][c:9]2[Cl:10])[CH2:11][N:20]1[CH2:19][c:18]1[cH:17][cH:16][c:15]([CH3:14])[cH:22][cH:21]1. Starting materials: Cc1ccc(S(=O)(=O)Cl)cc1, COc1ccc(-c2cnc(N)nc2)cc1, c1ccncc1. Yields the product COc1ccc(-c2cnc(NS(=O)(=O)c3ccc(C)cc3)nc2)cc1. Reaction SMILES: [CH3:16][c:17]1[cH:18][cH:19][c:20]([S:23](=[O:24])(=[O:25])[Cl:26])[cH:21][cH:22]1.[CH3:1][O:2][c:3]1[cH:4][cH:5][c:6](-[c:9]2[cH:10][n:11][c:12]([NH2:15])[n:13][cH:14]2)[cH:7][cH:8]1.[cH:27]1[cH:28][cH:29][n:30][cH:31][cH:32]1>>[CH3:1][O:2][c:3]1[cH:4][cH:5][c:6](-[c:9]2[cH:10][n:11][c:12]([NH:15][S:23]([c:20]3[cH:19][cH:18][c:17]([CH3:16])[cH:22][cH:21]3)(=[O:24])=[O:25])[n:13][cH:14]2)[cH:7][cH:8]1.